This data is from the Open Reaction Database (ORD), a public repository of structured organic reaction records. The task is: describe an organic reaction: reactants, conditions, products, and yield The reactants are N1C(NC2=C1C1=CC=CC=C1C=C2)=O (naphto[1,2-d]imidazolinone), [H-].[Na+] (sodium hydride), BrCC (bromoethane). Yields the product C(C)N1C(NC2=C1C=CC1=CC=CC=C12)=O (3-Ethyl-naphto[1,2-d]imidazolinone). As a reaction SMILES: [NH:1]1[C:5]2[C:6]3[C:11]([CH:12]=[CH:13][C:4]=2[NH:3][C:2]1=[O:14])=[CH:10][CH:9]=[CH:8][CH:7]=3.[H-].[Na+].Br[CH2:18][CH3:19]>>[CH2:18]([N:3]1[C:4]2[CH:13]=[CH:12][C:11]3[C:6]([C:5]=2[NH:1][C:2]1=[O:14])=[CH:7][CH:8]=[CH:9][CH:10]=3)[CH3:19] |f:1.2|. Reported procedure: 3-Ethyl-naphto[1,2-d]imidazolinone (1d) was prepared analogously by treatment of naphto[1,2-d]imidazolinone with sodium hydride (1.1 eq.) and bromoethane (1.1 eq.), successively. Yield after column-chromatographic workup: 2%. Mp. 240-242° C. Reactants: ClC(C)OC(=O)NCC(CC(=O)OCC1=CC=CC=C1)CC(C)C (Benzyl 3-{[(α-Chloroethoxy)carbonyl]aminomethyl}-5-Methyl-Hexanoate), CN1CCOCC1 (N-methylmorpholine), C(C(C)C)(=O)O (isobutyric acid), C(C(C)C)(=O)O (isobutyric acid). Solvent: ClCCl (dichloromethane). Reaction conditions: time 48 hour. The product is C(C(C)C)(=O)OC(C)OC(=O)NCC(CC(=O)OCC1=CC=CC=C1)CC(C)C (Benzyl 3-{[(α-Isobutanoyloxyethoxy)carbonyl]aminomethyl}-5-Methyl-Hexanoate). Reaction SMILES: Cl[CH:2]([O:4][C:5]([NH:7][CH2:8][CH:9]([CH2:21][CH:22]([CH3:24])[CH3:23])[CH2:10][C:11]([O:13][CH2:14][C:15]1[CH:20]=[CH:19][CH:18]=[CH:17][CH:16]=1)=[O:12])=[O:6])[CH3:3].CN1CCOCC1.[C:32]([OH:37])(=[O:36])[CH:33]([CH3:35])[CH3:34]>ClCCl>[C:32]([O:37][CH:2]([O:4][C:5]([NH:7][CH2:8][CH:9]([CH2:21][CH:22]([CH3:24])[CH3:23])[CH2:10][C:11]([O:13][CH2:14][C:15]1[CH:20]=[CH:19][CH:18]=[CH:17][CH:16]=1)=[O:12])=[O:6])[CH3:3])(=[O:36])[CH:33]([CH3:35])[CH3:34]. Procedure: A solution of (40) (0.53 g, 1.50 mmol) in isobutyric acid (1 mL) was added to a mixture of isobutyric acid (0.96 mL, 10.8 mmol) and N-methylmorpholine (1.14 mL, 10.4 mmol) at room temperature. The resulting reaction mixture was stirred at room temperature for 48 h. The reaction mixture was diluted with dichloromethane, washed successively with water, 10% aqueous NaHCO3 solution and brine, then dried over anhydrous Na2SO4. After filtration and removal of the solvent in vacuo, the residue was puri... Reactants: ClC1=CC(=NC(=N1)N1CCOCC1)NC=1SC=C(N1)C1=CC=CC=C1 (N-(6-chloro-2-morpholinopyrimidin-4-yl)-4-phenylthiazol-2-amine), CC1(OB(OC1(C)C)C=1C(=CC(=NC1)N)C(F)(F)F)C (5-(4,4,5,5-tetramethyl-1,3,2-dioxaborolan-2-yl)-4-(trifluoromethyl)pyridin-2-amine). The reagents and catalysts are [Pd](Cl)Cl.C1(=CC=CC=C1)P([C-]1C=CC=C1)C1=CC=CC=C1.[C-]1(C=CC=C1)P(C1=CC=CC=C1)C1=CC=CC=C1.[Fe+2] (1,1′-bis(diphenylphosphino)ferrocene palladium (II) chloride). Run in O1CCOCC1 (1,4-dioxane), C([O-])([O-])=O.[Na+].[Na+] (sodium carbonate). Yields the product NC1=CC(=C(C=N1)C1=CC(=NC(=N1)N1CCOCC1)NC=1SC=C(N1)C1=CC=CC=C1)C(F)(F)F (N-(6-(6-amino-4-(trifluoromethyl)pyridin-3-yl)-2-morpholinopyrimidin-4-yl)-4-phenylthiazol-2-amine). RXN SMILES: Cl[C:2]1[N:7]=[C:6]([N:8]2[CH2:13][CH2:12][O:11][CH2:10][CH2:9]2)[N:5]=[C:4]([NH:14][C:15]2[S:16][CH:17]=[C:18]([C:20]3[CH:25]=[CH:24][CH:23]=[CH:22][CH:21]=3)[N:19]=2)[CH:3]=1.CC1(C)C(C)(C)OB([C:34]2[C:35]([C:41]([F:44])([F:43])[F:42])=[CH:36][C:37]([NH2:40])=[N:38][CH:39]=2)O1>O1CCOCC1.C(=O)([O-])[O-].[Na+].[Na+].[Pd](Cl)Cl.C1(P(C2C=CC=CC=2)[C-]2C=CC=C2)C=CC=CC=1.[C-]1(P(C2C=CC=CC=2)C2C=CC=CC=2)C=CC=C1.[Fe+2]>[NH2:40][C:37]1[N:38]=[CH:39][C:34]([C:2]2[N:7]=[C:6]([N:8]3[CH2:13][CH2:12][O:11][CH2:10][CH2:9]3)[N:5]=[C:4]([NH:14][C:15]3[S:16][CH:17]=[C:18]([C:20]4[CH:25]=[CH:24][CH:23]=[CH:22][CH:21]=4)[N:19]=3)[CH:3]=2)=[C:35]([C:41]([F:44])([F:42])[F:43])[CH:36]=1 |f:3.4.5,6.7.8.9|. Procedure details: A solution of N-(6-chloro-2-morpholinopyrimidin-4-yl)-4-phenylthiazol-2-amine (15 mg, 0.040 mmol), 5-(4,4,5,5-tetramethyl-1,3,2-dioxaborolan-2-yl)-4-(trifluoromethyl)pyridin-2-amine (23 mg, 0.080 mmol) and 1,1′-bis(diphenylphosphino)ferrocene palladium (II) chloride (6.6 mg, 0.0080 mmol) in 0.5 mL of 1,4-dioxane and 0.05 mL of 2 M aq. sodium carbonate was heated in the microwave at 120° C. for 600 seconds. The crude product was purified by reverse phase prep HPLC to give N-(6-(6-amino-4-(trifluo... The reactants are C(=O)(OC)C1=C2C=3C(CC(CC3NC2=CC=C1)C1=CC=C(C=C1)C(F)(F)F)=O (5-carbomethoxy-1,2-dihydro-2-(4-trifluoromethylphenyl)-9H-carbazol-4(3H)-one), C(C1=CC=CC=C1)Br (benzyl bromide), C([O-])([O-])=O.[K+].[K+] (potassium carbonate). Run in CN(C)C=O (DMF), CCOC(=O)C (EtOAc), Cl (HCl). Run at time 22 hour. The product is C1(=CC=CC=C1)CN1C2=CC=CC(=C2C=2C(CC(CC12)C1=CC=C(C=C1)C(F)(F)F)=O)C(=O)OC (9-[(phenyl)methyl]-5-carbomethoxy-2-(4-trifluoromethylphenyl)-1,2-dihydrocarbazol-4(3H)-one). The yield is 96.0%. As a reaction SMILES: [C:1]([C:5]1[CH:17]=[CH:16][CH:15]=[C:14]2[C:6]=1[C:7]1[C:8](=[O:28])[CH2:9][CH:10]([C:18]3[CH:23]=[CH:22][C:21]([C:24]([F:27])([F:26])[F:25])=[CH:20][CH:19]=3)[CH2:11][C:12]=1[NH:13]2)([O:3][CH3:4])=[O:2].[CH2:29](Br)[C:30]1[CH:35]=[CH:34][CH:33]=[CH:32][CH:31]=1.C(=O)([O-])[O-].[K+].[K+]>CN(C=O)C.CCOC(C)=O.Cl>[C:30]1([CH2:29][N:13]2[C:12]3[CH2:11][CH:10]([C:18]4[CH:23]=[CH:22][C:21]([C:24]([F:27])([F:26])[F:25])=[CH:20][CH:19]=4)[CH2:9][C:8](=[O:28])[C:7]=3[C:6]3[C:14]2=[CH:15][CH:16]=[CH:17][C:5]=3[C:1]([O:3][CH3:4])=[O:2])[CH:35]=[CH:34][CH:33]=[CH:32][CH:31]=1 |f:2.3.4|. Reported procedure: A suspension of 5-carbomethoxy-1,2-dihydro-2-(4-trifluoromethylphenyl)-9H-carbazol-4(3H)-one (1.57 g, 4.05 mM), benzyl bromide (0.49 ml, 4.13 mM), and potassium carbonate (1.12 g, 8.10 mM) in 20 mL DMF was stirred at room temperature for 22 hours. The mixture was diluted with EtOAc and 1N HCl. The layers were separated and the aqueous extracted with EtOAc. The combined EtOAc layers were extracted with 1N HCl, water, then brine. After drying (NaSO4), evaporation in vacuo afforded 1.87 g (96%) of ... Starting materials: Cl(=O)(=O)[O-].[K+] (potassium chlorate), C(C)N(CCN1C(=NC2=C1N=C(C=C2)Cl)O)CC (1-(2-diethylaminoethyl)-2-hydroxy-6-chloro-7-aza-benzimidazole), [OH-].[Na+] (sodium hydroxide). The solvent is Cl (hydrochloric acid). Run at temperature 33 celsius. Product: C(C)N(CCN1C(=NC2=C1N=C(C(=C2)Cl)Cl)O)CC (1-(2-Diethylaminoethyl)-2-hydroxy-5,6-dichloro-7-aza-benzimidazole). As a reaction SMILES: [CH2:1]([N:3]([CH2:17][CH3:18])[CH2:4][CH2:5][N:6]1[C:10]2[N:11]=[C:12]([Cl:15])[CH:13]=[CH:14][C:9]=2[N:8]=[C:7]1[OH:16])[CH3:2].[Cl:19]([O-])(=O)=O.[K+].[OH-].[Na+]>Cl>[CH2:17]([N:3]([CH2:1][CH3:2])[CH2:4][CH2:5][N:6]1[C:10]2[N:11]=[C:12]([Cl:15])[C:13]([Cl:19])=[CH:14][C:9]=2[N:8]=[C:7]1[OH:16])[CH3:18] |f:1.2,3.4|. Procedure: 15 grams of 1-(2-diethylaminoethyl)-2-hydroxy-6-chloro-7-aza-benzimidazole were dissolved in 200 ml of concentrated hydrochloric acid and there were added in portions with stirring 24.5 grams of potassium chlorate at room temperature. The temperature increased temporarily to 33° C. The mixture was stirred for another hour, made alkaline with sodium hydroxide, the mixture extracted with shaking with n-butanol, the extract evaporated in a vacuum and the residue chromatographed over silica gel. The... Reactants: COC(=O)c1cc(-c2ccccc2C)c(C(=O)N(C)Cc2cc(C(F)(F)F)cc(C(F)(F)F)c2)cn1, CO, [Na+], C1COCCO1, [OH-], O. The product is Cc1ccccc1-c1cc(C(=O)O)ncc1C(=O)N(C)Cc1cc(C(F)(F)F)cc(C(F)(F)F)c1. RXN SMILES: [CH3:1][O:2][C:3](=[O:4])[c:5]1[n:6][cH:7][c:8]([C:18]([N:19]([CH3:20])[CH2:21][c:22]2[cH:23][c:24]([C:32]([F:33])([F:34])[F:35])[cH:25][c:26]([C:28]([F:29])([F:30])[F:31])[cH:27]2)=[O:36])[c:9](-[c:11]2[c:12]([CH3:17])[cH:13][cH:14][cH:15][cH:16]2)[cH:10]1.[CH3:37][OH:38].[Na+:46].[O:39]1[CH2:40][CH2:41][O:42][CH2:43][CH2:44]1.[OH-:45].[OH2:47]>>[O:2]=[C:3]([OH:4])[c:5]1[n:6][cH:7][c:8]([C:18]([N:19]([CH3:20])[CH2:21][c:22]2[cH:23][c:24]([C:32]([F:33])([F:34])[F:35])[cH:25][c:26]([C:28]([F:29])([F:30])[F:31])[cH:27]2)=[O:36])[c:9](-[c:11]2[c:12]([CH3:17])[cH:13][cH:14][cH:15][cH:16]2)[cH:10]1.